This data is from the Open Reaction Database (ORD), a public repository of structured organic reaction records. The task is: describe an organic reaction: reactants, conditions, products, and yield The reactants are OCC1CCNCC1 (4-Hydroxymethylpiperidine), [OH-].[Na+] (sodium hydroxide), O (water), N(=[N+]=[N-])C(C(=O)Cl)(C)C (2-azido-2-methylpropionic acid chloride). The solvent is O1CCOCC1 (dioxan). The product is OCC1CCN(CC1)C(C(C)(C)N=[N+]=[N-])=O (2-Azido-2-methylpropionic acid 4-hydroxymethyl piperidide). Reaction SMILES: [OH:1][CH2:2][CH:3]1[CH2:8][CH2:7][NH:6][CH2:5][CH2:4]1.O.[N:10]([C:13]([CH3:18])([CH3:17])[C:14](Cl)=[O:15])=[N+:11]=[N-:12].[OH-].[Na+]>O1CCOCC1>[OH:1][CH2:2][CH:3]1[CH2:8][CH2:7][N:6]([C:14](=[O:15])[C:13]([N:10]=[N+:11]=[N-:12])([CH3:18])[CH3:17])[CH2:5][CH2:4]1 |f:3.4|. Procedure details: 15 g. (0.13 mole) 4-Hydroxymethylpiperidine are dissolved in 130 ml. water and 30 ml. dioxan and 19.4 g. (0.13 mole) 2-azido-2-methylpropionic acid chloride (according to analogous literature: J.A.C.S., 77, 112/1955) added dropwise thereto. The pH of the solution is kept at 12 to 12.5 by the simultaneous dropwise addition of 2N aqueous sodium hydroxide solution. After ending of the reaction, the reaction mixture is extracted with diethyl ether. After drying with anhydrous sodium sulphate and eva... The reactants are CC=1C=C(C(=O)O)C=C(C1OCCN1CCCCC1)C(C)(C)C (3-methyl-4-[2-(1-piperidinyl)ethoxy]-5-t-butylbenzoic acid), COC1=CC=C(C=C1)C1=CC2=C(S1)C=C(C=C2)OC (2-(4-methoxyphenyl)-6-methoxybenzo[b]thiophene), [Al+3].[Cl-].[Cl-].[Cl-] (AlCl3). Yields the product COC1=CC=C(C=C1)C1=C(C2=C(S1)C=C(C=C2)OC)C(=O)C2=CC(=C(C(=C2)C)OCCN2CCCCC2)C(C)(C)C ([2-(4-Methoxyphenyl)-6-methoxybenzo[b]thien-3-yl][4-[2-(1-piperidinyl)ethoxy]-3-t-butyl-5-methylphenyl]methanone). The yield is 40.6%. As a reaction SMILES: [CH3:1][C:2]1[CH:3]=[C:4]([CH:8]=[C:9]([C:20]([CH3:23])([CH3:22])[CH3:21])[C:10]=1[O:11][CH2:12][CH2:13][N:14]1[CH2:19][CH2:18][CH2:17][CH2:16][CH2:15]1)[C:5](O)=[O:6].[CH3:24][O:25][C:26]1[CH:31]=[CH:30][C:29]([C:32]2[S:36][C:35]3[CH:37]=[C:38]([O:41][CH3:42])[CH:39]=[CH:40][C:34]=3[CH:33]=2)=[CH:28][CH:27]=1.[Al+3].[Cl-].[Cl-].[Cl-]>>[CH3:24][O:25][C:26]1[CH:31]=[CH:30][C:29]([C:32]2[S:36][C:35]3[CH:37]=[C:38]([O:41][CH3:42])[CH:39]=[CH:40][C:34]=3[C:33]=2[C:5]([C:4]2[CH:3]=[C:2]([CH3:1])[C:10]([O:11][CH2:12][CH2:13][N:14]3[CH2:19][CH2:18][CH2:17][CH2:16][CH2:15]3)=[C:9]([C:20]([CH3:23])([CH3:22])[CH3:21])[CH:8]=2)=[O:6])=[CH:28][CH:27]=1 |f:2.3.4.5|. Procedure details: 1.3 g of the title compound (as a tan amorphous powder) was prepared from 2 g (5.62 mmol) of 3-methyl-4-[2-(1-piperidinyl)ethoxy]-5-t-butylbenzoic acid, 1.5 g (5.6 mmol) of 2-(4-methoxyphenyl)-6-methoxybenzo[b]thiophene, and 5.25 g (39.3 mmol) of AlCl3 in a manner similar to that used Preparation 15. The reactants are [H-].[Na+] (sodium hydride), FC1=CC=C(C=C1)[N+](=O)[O-] (1-fluoro-4-nitrobenzene), FC1=C(C=C(C=C1)F)O (2,5-difluorophenol). Reagents/catalysts: Cl[Cu] (CuCl). Run in CN(C=O)C (N,N-dimethylformamide), O (water), CN(C=O)C (N,N-dimethylformamide), CN(C=O)C (N,N-dimethylformamide). Conditions: temperature 0 celsius, time 20 minute. Yields the product FC1=C(C=C(C=C1)F)OC1=CC=C(C=C1)[N+](=O)[O-] (1,4-difluoro-2-(4-nitrophenoxy)benzene). The yield is 80.5%. As a reaction SMILES: [H-].[Na+].F[C:4]1[CH:9]=[CH:8][C:7]([N+:10]([O-:12])=[O:11])=[CH:6][CH:5]=1.[F:13][C:14]1[CH:19]=[CH:18][C:17]([F:20])=[CH:16][C:15]=1[OH:21]>CN(C)C=O.O.Cl[Cu]>[F:13][C:14]1[CH:19]=[CH:18][C:17]([F:20])=[CH:16][C:15]=1[O:21][C:4]1[CH:9]=[CH:8][C:7]([N+:10]([O-:12])=[O:11])=[CH:6][CH:5]=1 |f:0.1|. Procedure details: Into a 500 mL 3-necked round-bottom flask, was placed a solution of sodium hydride (3.9 g, 162.50 mmol, 1.7 equiv) in N,N-dimethylformamide (200 mL). This was followed by the addition of a solution of 1-fluoro-4-nitrobenzene (13.6 g, 96.39 mmol, 1.00 equiv) in N,N-dimethylformamide (50 mL) dropwise with stirring at 0° C. over 20 min. The reaction mixture was stirred for 2 hr at 25° C. and then CuCl (9.6 g, 96.97 mmol, 1.0 equiv) was added, followed by addition of a solution of 2,5-difluorophenol... Starting materials: O (Water), C(C)[C@@H]1CC[C@H](CC1)CBr ((trans-4-ethylcyclohexyl)methyl bromide), P(=O)([O-])([O-])[O-].[K+].[K+].[K+] (tripotassium phosphate), FC1=C(C=CC=C1F)O (2,3-difluorophenol). The solvent is C1(=CC=CC=C1)C (toluene), CN(C)C=O (DMF). Conditions: temperature 105 celsius, time 1 hour. The product is FC1=C(C=CC=C1F)OC[C@@H]1CC[C@H](CC1)CC (2,3-difluoro-1-(trans-4-ethylcyclohexyl)methoxybenzene). Isolated yield 63.1%. Reaction SMILES: [F:1][C:2]1[C:7]([F:8])=[CH:6][CH:5]=[CH:4][C:3]=1[OH:9].[CH2:10]([C@H:12]1[CH2:17][CH2:16][C@H:15]([CH2:18]Br)[CH2:14][CH2:13]1)[CH3:11].P([O-])([O-])([O-])=O.[K+].[K+].[K+].O>CN(C=O)C.C1(C)C=CC=CC=1>[F:1][C:2]1[C:7]([F:8])=[CH:6][CH:5]=[CH:4][C:3]=1[O:9][CH2:18][C@H:15]1[CH2:16][CH2:17][C@H:12]([CH2:10][CH3:11])[CH2:13][CH2:14]1 |f:2.3.4.5|. Procedure: 30 g of 2,3-difluorophenol was dissolved in 300 ml of DMF, and 56.8 g of (trans-4-ethylcyclohexyl)methyl bromide and 73.4 g of tripotassium phosphate were added thereto, and then stirred for 1 hours at 100 to 110° C. Water and toluene were added thereto, and the organic layer was fractioned while the aqueous layer was extracted with toluene. The organic layers were combined, washed with saturated saline, and then subjected to column chromatography. Then, the solvent was evaporated under reduced ... Reactants: CC1(C2=CC=CC=C2C2=CC=3C=C4C=CC=CC4=CC3C=C21)C (13,13-dimethyl-13H-indeno[1,2-b]anthracene), BrN1C(CCC1=O)=O (N-bromosuccinimide). Run in C(Cl)(Cl)(Cl)Cl (carbon tetrachloride). Reaction conditions: temperature 60 celsius, time 8 hour. Product: BrC=1C=2C=C3C(=CC2C=C2C=CC=CC12)C1=CC=CC=C1C3(C)C (11-bromo-13,13-dimethyl-13H-indeno[1,2-b]anthracene). Yield: 70.9%. Reaction SMILES: [CH3:1][C:2]1([CH3:23])[C:22]2[C:9](=[CH:10][C:11]3[CH:12]=[C:13]4[C:18](=[CH:19][C:20]=3[CH:21]=2)[CH:17]=[CH:16][CH:15]=[CH:14]4)[C:8]2[C:3]1=[CH:4][CH:5]=[CH:6][CH:7]=2.[Br:24]N1C(=O)CCC1=O>C(Cl)(Cl)(Cl)Cl>[Br:24][C:19]1[C:20]2[CH:21]=[C:22]3[C:2]([CH3:23])([CH3:1])[C:3]4[C:8](=[CH:7][CH:6]=[CH:5][CH:4]=4)[C:9]3=[CH:10][C:11]=2[CH:12]=[C:13]2[C:18]=1[CH:17]=[CH:16][CH:15]=[CH:14]2. Reported procedure: 13,13-dimethyl-13H-indeno[1,2-b]anthracene (10 g, 0.034 mol) and N-bromosuccinimide (7.68 g, 0.034 mol) were dissolved in carbon tetrachloride (200 ml), and the reaction mixture was stirred for 8 hours at 60° C. After the reaction was terminated, the reaction solution was extracted with distilled water, and purified by column chromatography to give 11-bromo-13,13-dimethyl-13H-indeno[1,2-b]anthracene (9 g, yield=71%). The product is CCOC(=O)N1CCc2nc3ccccc3c(OC)c2CC1. The reactants are COc1c2c(nc3ccccc13)CCN(Cc1ccccc1)CC2, ClC(Cl)Cl, CCOC(=O)Cl. As a reaction SMILES: [CH2:1]([c:2]1[cH:3][cH:4][cH:5][cH:6][cH:7]1)[N:8]1[CH2:9][CH2:10][c:11]2[n:12][c:13]3[cH:14][cH:15][cH:16][cH:17][c:18]3[c:19]([O:23][CH3:24])[c:20]2[CH2:21][CH2:22]1.[CH:31]([Cl:32])([Cl:33])[Cl:34].[Cl:25][C:26](=[O:27])[O:28][CH2:29][CH3:30]>>[N:8]1([C:26](=[O:27])[O:28][CH2:29][CH3:30])[CH2:9][CH2:10][c:11]2[n:12][c:13]3[cH:14][cH:15][cH:16][cH:17][c:18]3[c:19]([O:23][CH3:24])[c:20]2[CH2:21][CH2:22]1. The reactants are C=Cc1cc(OCC)ccc1-n1c(C)c2c(C)nnc(C)c2c1C, CCO, NN. The product is CCOc1ccc(-n2c(C)c3c(C)nnc(C)c3c2C)c(CC)c1. RXN SMILES: [CH2:1]([CH3:2])[O:3][c:4]1[cH:5][c:6]([CH:23]=[CH2:24])[c:7](-[n:10]2[c:11]([CH3:22])[c:12]3[c:13]([CH3:21])[n:14][n:15][c:16]([CH3:20])[c:17]3[c:18]2[CH3:19])[cH:8][cH:9]1.[CH3:27][CH2:28][OH:29].[NH2:25][NH2:26]>>[CH2:1]([CH3:2])[O:3][c:4]1[cH:5][c:6]([CH2:23][CH3:24])[c:7](-[n:10]2[c:11]([CH3:22])[c:12]3[c:13]([CH3:21])[n:14][n:15][c:16]([CH3:20])[c:17]3[c:18]2[CH3:19])[cH:8][cH:9]1.